Dataset: the Open Reaction Database (ORD), a public repository of structured organic reaction records. Task: describe an organic reaction: reactants, conditions, products, and yield Product: NC1=C2NC(N(C2=NC(=N1)O[C@H](CCC)C)CCCCCN1CCCCCC1)=O (6-Amino-9-[5-(hexahydro-1H-azepin-1-yl)pentyl]-2-{[(1S)-1-methylbutyl]oxy}-7,9-dihydro-8H-purin-8-one). RXN SMILES: FC(F)(F)C(O)=O.[CH3:8][C@H:9]([O:13][C:14]1[NH:15][C:16]([NH2:25])=[C:17]2[C:21]([N:22]=1)=[N:20][C:19]([O:23]C)=[N:18]2)[CH2:10][CH2:11][CH3:12].Br[CH2:27][CH2:28][CH2:29][CH2:30][CH2:31]Cl.[NH:33]1[CH2:39][CH2:38][CH2:37][CH2:36][CH2:35][CH2:34]1>>[NH2:25][C:16]1[N:15]=[C:14]([O:13][C@@H:9]([CH3:8])[CH2:10][CH2:11][CH3:12])[N:22]=[C:21]2[C:17]=1[NH:18][C:19](=[O:23])[N:20]2[CH2:27][CH2:28][CH2:29][CH2:30][CH2:31][N:33]1[CH2:39][CH2:38][CH2:37][CH2:36][CH2:35][CH2:34]1 |f:0.1|. The reactants are FC(C(=O)O)(F)F.C[C@@H](CCC)OC=1NC(=C2N=C(N=C2N1)OC)N (2-{[(1S)-1-methylbutyl]oxy}-8-(methyloxy)-1H-purin-6-amine trifluoroacetate), BrCCCCCCl (1-bromo-5-chloropentane), N1CCCCCC1 (hexahydro-1H-azepine). Procedure details: Prepared similarly to Example 19 from 2-{[(1S)-1-methylbutyl]oxy}-8-(methyloxy)-1H-purin-6-amine trifluoroacetate, 1-bromo-5-chloropentane and hexahydro-1H-azepine. Starting materials: FC(S(=O)(=O)OC=1C=CC=C2C=CC(=NC12)C)(F)F (2-methylquinolin-8-yl trifluoromethanesulfonate), [C-]#N.[Na+] (sodium cyanide). Reagents/catalysts: [Cu]I (copper (I) iodide), C=1C=CC(=CC1)[P](C=2C=CC=CC2)(C=3C=CC=CC3)[Pd]([P](C=4C=CC=CC4)(C=5C=CC=CC5)C=6C=CC=CC6)([P](C=7C=CC=CC7)(C=8C=CC=CC8)C=9C=CC=CC9)[P](C=1C=CC=CC1)(C=1C=CC=CC1)C=1C=CC=CC1 (Pd(PPh3)4). Run in C(C)(=O)OCC (ethyl acetate), C(C)#N (acetonitrile). Yields the product CC1=NC2=C(C=CC=C2C=C1)C#N (2-methylquinoline-8-carbonitrile). Isolated yield 98.1%. Reaction SMILES: FC(F)(F)S(O[C:7]1[CH:8]=[CH:9][CH:10]=[C:11]2[C:16]=1[N:15]=[C:14]([CH3:17])[CH:13]=[CH:12]2)(=O)=O.[C-:20]#[N:21].[Na+]>C(#N)C.C(OCC)(=O)C.[Cu]I.C1C=CC([P]([Pd]([P](C2C=CC=CC=2)(C2C=CC=CC=2)C2C=CC=CC=2)([P](C2C=CC=CC=2)(C2C=CC=CC=2)C2C=CC=CC=2)[P](C2C=CC=CC=2)(C2C=CC=CC=2)C2C=CC=CC=2)(C2C=CC=CC=2)C2C=CC=CC=2)=CC=1>[CH3:17][C:14]1[CH:13]=[CH:12][C:11]2[C:16](=[C:7]([C:20]#[N:21])[CH:8]=[CH:9][CH:10]=2)[N:15]=1 |f:1.2,^1:37,39,58,77|. Procedure: To a solution of 2-methylquinolin-8-yl trifluoromethanesulfonate (3.0 g, 10.3 mmol) in acetonitrile (26 mL) was added sodium cyanide (1.0 g, 20.6 mmol). The solution was degassed under nitrogen for 10 minutes, followed by addition of copper (I) iodide (0.20 g, 1.03 mmol) and Pd(PPh3)4 (0.60 g, 0.52 mmol) under nitrogen. The mixture was heated at reflux for 2 hours. After cooling the mixture was diluted with ethyl acetate (50 mL) and filtered through Celite and washed with ethyl acetate (50 mL). ... The reactants are C(C)(=O)NC1=CC=CC=C1 (Acetanilide), C(N)(OCC)=O (ethyl carbamate), O=P12OP3(=O)OP(=O)(O1)OP(=O)(O2)O3 (phosphorous pentoxide), C(C)(=O)NC1=CC=CC=C1 (acetanilide). Product: N1=CNC(C2=CC=CC=C12)=O (4-quinazolone). As a reaction SMILES: [C:1]([NH:4][C:5]1[CH:10]=[CH:9][CH:8]=[CH:7][CH:6]=1)(=O)C.[C:11](=O)([O:13]CC)[NH2:12].O=P12OP3(OP(OP(O3)(O1)=O)(=O)O2)=O>>[N:4]1[C:5]2[C:10](=[CH:9][CH:8]=[CH:7][CH:6]=2)[C:11](=[O:13])[NH:12][CH:1]=1. Procedure details: From acetanilide. Acetanilide reacts with ethyl carbamate in the presence of phosphorous pentoxide to produce 4-quinazolone. For unsymmetrical 4-quinazolones this reaction produces a mixture of regioisomers, thereby complicating the isolation and lowering the yield. ##STR7## Reactants: [Al+3], C1CCOC1, [H-], [H-], [H-], [H-], [Li+], NCCN1CCCC(O)C1, N#CCN1CCC(O)CC1. The product is NCCN1CCC(O)CC1. Reaction SMILES: [Al+3:22].[CH2:27]1[O:28][CH2:29][CH2:30][CH2:31]1.[H-:21].[H-:24].[H-:25].[H-:26].[Li+:23].[NH2:1][CH2:2][CH2:3][N:4]1[CH2:5][CH2:6][CH2:7][CH:8]([OH:9])[CH2:10]1.[OH:11][CH:12]1[CH2:13][CH2:14][N:15]([CH2:18][C:19]#[N:20])[CH2:16][CH2:17]1>>[OH:11][CH:12]1[CH2:13][CH2:14][N:15]([CH2:18][CH2:19][NH2:20])[CH2:16][CH2:17]1. Reactants: CCOC(=O)C1(CN)CCCCC1, C1CCOC1, CNC(=O)c1cc(Oc2ccc3nc(S(C)=O)oc3c2)ccn1. Yields the product CCOC(=O)C1(CNc2nc3ccc(Oc4ccnc(C(=O)NC)c4)cc3o2)CCCCC1. As a reaction SMILES: [CH2:1]([CH3:2])[O:3][C:4](=[O:5])[C:6]1([CH2:12][NH2:13])[CH2:7][CH2:8][CH2:9][CH2:10][CH2:11]1.[CH2:37]1[O:38][CH2:39][CH2:40][CH2:41]1.[CH3:14][S:15](=[O:16])[c:17]1[o:18][c:19]2[c:20]([n:21]1)[cH:22][cH:23][c:24]([O:26][c:27]1[cH:28][c:29]([C:33](=[O:34])[NH:35][CH3:36])[n:30][cH:31][cH:32]1)[cH:25]2>>[CH2:1]([CH3:2])[O:3][C:4](=[O:5])[C:6]1([CH2:12][NH:13][c:17]2[o:18][c:19]3[c:20]([n:21]2)[cH:22][cH:23][c:24]([O:26][c:27]2[cH:28][c:29]([C:33](=[O:34])[NH:35][CH3:36])[n:30][cH:31][cH:32]2)[cH:25]3)[CH2:7][CH2:8][CH2:9][CH2:10][CH2:11]1. Reactants: C[Si](CCOCN1N=CC=2C1=NC=NC2O[C@@H]2CN(CCC2)C(=O)OCC2=CC=CC=C2)(C)C ((S)-benzyl 3-(1-((2-(trimethylsilyl)ethoxy)methyl)-1H-pyrazolo[3,4-d]pyrimidin-4-yloxy)piperidine-1-carboxylate), [H][H] (hydrogen). The reagents and catalysts are [Pd] (Pd/C). Run in CCO (EtOH). Product: N1C[C@H](CCC1)OC1=C2C(=NC=N1)N(N=C2)COCC[Si](C)(C)C ((S)-4-(piperidin-3-yloxy)-1-((2-(trimethylsilyl)ethoxy)methyl)-1H-pyrazolo[3,4-d]pyrimidine). Yield: 80.3%. RXN SMILES: [CH3:1][Si:2]([CH3:34])([CH3:33])[CH2:3][CH2:4][O:5][CH2:6][N:7]1[C:11]2=[N:12][CH:13]=[N:14][C:15]([O:16][C@H:17]3[CH2:22][CH2:21][CH2:20][N:19](C(OCC4C=CC=CC=4)=O)[CH2:18]3)=[C:10]2[CH:9]=[N:8]1.[H][H]>CCO.[Pd]>[NH:19]1[CH2:20][CH2:21][CH2:22][C@H:17]([O:16][C:15]2[N:14]=[CH:13][N:12]=[C:11]3[N:7]([CH2:6][O:5][CH2:4][CH2:3][Si:2]([CH3:34])([CH3:33])[CH3:1])[N:8]=[CH:9][C:10]=23)[CH2:18]1. Reported procedure: To a solution of (S)-benzyl 3-(1-((2-(trimethylsilyl)ethoxy)methyl)-1H-pyrazolo[3,4-d]pyrimidin-4-yloxy)piperidine-1-carboxylate (200 mg, 0.41 mmol) in EtOH (10 mL) was added 10% Pd/C (40 mg) and the solution was placed under an atomsphere of hydrogen (1 psi). The reaction mixture was purged with nitrogen and filtered through a Celite pad, and the filtrate was evaporated in vacuo to give (115 mg, 79%) the titled compound which was used without further purification. 1H NMR (400 MHz, DMSO-d6): δ 8... Starting materials: C(C1=CC=CC=C1)(=O)C1=CC=C(S1)Br (5-Benzoyl-2-bromothiophene), cuprous cyanide, N1=CC=CC2=CC=CC=C12 (quinoline). Product: C(C1=CC=CC=C1)(=O)C1=CC=C(S1)C#N (5-benzoyl-2-cyanothiophene). Reaction SMILES: [C:1]([C:9]1[S:13][C:12](Br)=[CH:11][CH:10]=1)(=[O:8])[C:2]1[CH:7]=[CH:6][CH:5]=[CH:4][CH:3]=1.[N:15]1C2C(=CC=CC=2)C=C[CH:16]=1>>[C:1]([C:9]1[S:13][C:12]([C:16]#[N:15])=[CH:11][CH:10]=1)(=[O:8])[C:2]1[CH:7]=[CH:6][CH:5]=[CH:4][CH:3]=1. Procedure details: 5-Benzoyl-2-bromothiophene (8 g., 30 mmoles) and cuprous cyanide (3.2 g., 36 mmoles) were combined in 75 ml. of quinoline and refluxed for 3 hours. The reaction mixture was cooled to room temperature and solids removed by filtration with 15 ml. of quinoline and 15 ml. of water wash. The combined filtrate and washings were poured into approximately 300 g. of ice, acidified with conc. hydrochloric acid and product extracted into 300 ml. of ether. The ether extract was back-washed with 150 ml. of w...